describe an organic reaction: reactants, conditions, products, and yield From a dataset of the Open Reaction Database (ORD), a public repository of structured organic reaction records. Starting materials: CCCC[Sn](Cl)(CCCC)CCCC, CCCCCC, CC(C)[N-]C(C)C, Fc1ccccn1, [Li+], C1CCOC1. Yields the product CCCC[Sn](CCCC)(CCCC)c1cccnc1F. Reaction SMILES: [CH2:21]([CH2:22][CH2:23][CH3:24])[Sn:25]([CH2:26][CH2:27][CH2:28][CH3:29])([CH2:30][CH2:31][CH2:32][CH3:33])[Cl:34].[CH3:35][CH2:36][CH2:37][CH2:38][CH2:39][CH3:40].[CH:1]([N-:2][CH:3]([CH3:4])[CH3:5])([CH3:6])[CH3:7].[F:14][c:15]1[n:16][cH:17][cH:18][cH:19][cH:20]1.[Li+:8].[O:9]1[CH2:10][CH2:11][CH2:12][CH2:13]1>>[F:14][c:15]1[n:16][cH:17][cH:18][cH:19][c:20]1[Sn:25]([CH2:21][CH2:22][CH2:23][CH3:24])([CH2:26][CH2:27][CH2:28][CH3:29])[CH2:30][CH2:31][CH2:32][CH3:33].